This data is from the Open Reaction Database (ORD), a public repository of structured organic reaction records. The task is: describe an organic reaction: reactants, conditions, products, and yield The reactants are C(CCC)[Li] (n-butyllithium), BrC=1N=CC=C2C1OC(=C2)C (7-bromo-2-methylfurano[2,3-c]pyridine), C(=O)=O (carbon dioxide). Run in C(C)OCC (diethyl ether), C(C)OCC (diethyl ether). Reaction conditions: time 2 hour. Yields the product CC1=CC=2C(=C(N=CC2)C(=O)O)O1 (2-Methylfurano[2,3-c]pyridine-7-carboxylic acid). Reaction SMILES: Br[C:2]1[N:3]=[CH:4][CH:5]=[C:6]2[CH:10]=[C:9]([CH3:11])[O:8][C:7]=12.C([Li])CCC.[C:17](=[O:19])=[O:18]>C(OCC)C>[CH3:11][C:9]1[O:8][C:7]2=[C:2]([C:17]([OH:19])=[O:18])[N:3]=[CH:4][CH:5]=[C:6]2[CH:10]=1. Procedure details: A solution of 7-bromo-2-methylfurano[2,3-c]pyridine (1.76 g) in dry diethyl ether (45 ml) under an atmosphere of nitrogen, was cooled to -78° C. and treated with n-butyllithium (1.6M in hexane) (5.8 ml). After stirring for 2 hours, the reaction mixture was poured onto a mixture of solid carbon dioxide pellets and diethyl ether (5 ml). After warming to room temperature, the solvent was removed under reduced pressure. The residue was triturated with diethyl ether and filtered to give the title com...